From a dataset of the Open Reaction Database (ORD), a public repository of structured organic reaction records. describe an organic reaction: reactants, conditions, products, and yield Starting materials: O=C([O-])[O-], CS(C)=O, Fc1cc(C(F)(F)F)ccn1, [K+], [K+], Nc1ncc(Cl)cc1-c1ccc(O)cc1, [Na+], O=C([O-])O. Yields the product Nc1ncc(Cl)cc1-c1ccc(Oc2cc(C(F)(F)F)ccn2)cc1. Reaction SMILES: [C:1](=[O:2])([O-:3])[O-:4].[CH3:38][S:39]([CH3:40])=[O:41].[F:7][c:8]1[n:9][cH:10][cH:11][c:12]([C:14]([F:15])([F:16])[F:17])[cH:13]1.[K+:5].[K+:6].[NH2:18][c:19]1[n:20][cH:21][c:22]([Cl:32])[cH:23][c:24]1-[c:25]1[cH:26][cH:27][c:28]([OH:31])[cH:29][cH:30]1.[Na+:37].[O-:33][C:34]([OH:35])=[O:36]>>[c:8]1([O:31][c:28]2[cH:27][cH:26][c:25](-[c:24]3[c:19]([NH2:18])[n:20][cH:21][c:22]([Cl:32])[cH:23]3)[cH:30][cH:29]2)[n:9][cH:10][cH:11][c:12]([C:14]([F:15])([F:16])[F:17])[cH:13]1. Starting materials: C(=O)(O)CCCC\C=C/C=1C(CC(C1)O)=O (2-(6-carboxy-2-cis-hexenyl)-4-hydroxycyclopent-2-en-1-one), C(C)(=O)O (acetic acid), SCCO (β-mercaptoethanol), C[O-].[Na+] (sodium methoxide). Run in CO (methanol), CO (methanol). Run at time 1 hour. Product: C(=O)(O)CCCC\C=C/C=1C(CC(C1)SCCO)=O (2-(6-carboxy-2-cis-hexenyl)-4-(2-hydroxyethylthio)cyclopent-2-en-1-one). As a reaction SMILES: [C:1]([CH2:4][CH2:5][CH2:6][CH2:7]/[CH:8]=[CH:9]\[C:10]1[C:11](=[O:16])[CH2:12][CH:13](O)[CH:14]=1)([OH:3])=[O:2].[SH:17][CH2:18][CH2:19][OH:20].C[O-].[Na+].C(O)(=O)C>CO>[C:1]([CH2:4][CH2:5][CH2:6][CH2:7]/[CH:8]=[CH:9]\[C:10]1[C:11](=[O:16])[CH2:12][CH:13]([S:17][CH2:18][CH2:19][OH:20])[CH:14]=1)([OH:3])=[O:2] |f:2.3|. Procedure details: To a stirred solution of 2.24 g. (10 mmols) of 2-(6-carboxy-2-cis-hexenyl)-4-hydroxycyclopent-2-en-1-one (U.S. Pat. No. 3,952,033) and 0.82 g (10.5 mmols) of β-mercaptoethanol in 50 ml of methanol is added 10.5 ml of N/1 sodium methoxide in methanol solution during 30 minutes at room temperature. After the addition the solution is stirred at room temperature for 1 hour and treated with 4.8 g of glacial acetic acid (80 mmols). The solution is concentrated to volume of 10 ml, treated with 30 ml of... Reactants: CN(C)C=O, O=Cc1cccn1-c1ncccc1Cl, O=C1CCC(=O)N1I, O. Product: O=Cc1cc(I)cn1-c1ncccc1Cl. As a reaction SMILES: [CH3:24][N:25]([CH3:26])[CH:27]=[O:28].[Cl:1][c:2]1[c:3](-[n:8]2[c:9]([CH:13]=[O:14])[cH:10][cH:11][cH:12]2)[n:4][cH:5][cH:6][cH:7]1.[I:15][N:16]1[C:17](=[O:18])[CH2:19][CH2:20][C:21]1=[O:22].[OH2:23]>>[Cl:1][c:2]1[c:3](-[n:8]2[c:9]([CH:13]=[O:14])[cH:10][c:11]([I:15])[cH:12]2)[n:4][cH:5][cH:6][cH:7]1. The reactants are [Si](C)(C)(C(C)(C)C)OCCBr (2-t-butyldimethylsilyloxyethyl bromide), [H-].[Na+] (sodium hydride), BrC=1C=C2C=CNC2=CC1 (5-bromoindole). Solvent: CN(C)C=O (DMF), CN(C)C=O (DMF). Conditions: time 1 hour. Product: C(CCC)C(CN1C=CC2=CC(=CC=C12)Br)O[SiH](C)C (1-(2-Butyldimethylsilyloxyethyl)-5-bromoindole). Yield: 151.8%. As a reaction SMILES: [H-].[Na+].[Br:3][C:4]1[CH:5]=[C:6]2[C:10](=[CH:11][CH:12]=1)[NH:9][CH:8]=[CH:7]2.[Si:13]([O:20][CH2:21][CH2:22]Br)([C:16](C)(C)C)([CH3:15])C>CN(C=O)C>[CH2:5]([CH:21]([O:20][SiH:13]([CH3:15])[CH3:16])[CH2:22][N:9]1[C:10]2[C:6](=[CH:5][C:4]([Br:3])=[CH:12][CH:11]=2)[CH:7]=[CH:8]1)[CH2:4][CH2:12][CH3:11] |f:0.1|. Procedure details: To a slurry of sodium hydride (12 g, 0.3 mol, 60% dispersion in oil) in DMF (200 mL) was added dropwise a solution of 5-bromoindole (50 g, 0.255 mol) in DMF (300 mL). After stirring for 15 minutes 2-t-butyldimethylsilyloxyethyl bromide (60 g, 0.255 mol, neat) was added dropwise and the reaction mixture stirred for 1 hour. The reaction mixture was partitioned between ice water and ethyl ether. The organic fraction was washed with water, dried over Na2SO4, filtered and concentrated in vacuo. The p... Starting materials: C(CC)C(C(CC(=O)OC)O)CC=C (Methyl 4-propyl-3-hydroxyhept-6-enoate). The solvent is [OH-].[K+].CO (potassium hydroxide methanol). Conditions: time 8 hour. Yields the product C(CC)C(C(CC(=O)O)O)CC=C (4-Propyl-3-hydroxyhept-6-enoic acid). RXN SMILES: [CH2:1]([CH:4]([CH2:12][CH:13]=[CH2:14])[CH:5]([OH:11])[CH2:6][C:7]([O:9]C)=[O:8])[CH2:2][CH3:3]>[OH-].[K+].CO>[CH2:12]([CH:4]([CH2:1][CH:2]=[CH2:3])[CH:5]([OH:11])[CH2:6][C:7]([OH:9])=[O:8])[CH2:13][CH3:14] |f:1.2.3|. Procedure details: Methyl 4-propyl-3-hydroxyhept-6-enoate (3.24 g, 16.2 mmol) was dissolved in a 2 N potassium hydroxide-methanol solution (16 mL), and the solution was stirred overnight at room temperature. From the reaction solution, the solvent was distilled off under reduced pressure. To the residue, a 1 N aqueous sodium hydroxide solution (150 mL) was then added, followed by extraction with diethyl ether. The aqueous layer was made acidic by the addition of concentrated hydrochloric acid under ice cooling, fo... RXN SMILES: [F:1][C:2]1[CH:3]=[C:4]2[C:9](=[O:10])[NH:8][C:7]([C:11]3[CH:16]=[CH:15][C:14]([C:17](O)([CH3:19])[CH3:18])=[CH:13][CH:12]=3)=[CH:6][N:5]2[CH:21]=1.C(N(S(F)(F)[F:28])CC)C>ClCCl>[F:1][C:2]1[CH:3]=[C:4]2[C:9](=[O:10])[NH:8][C:7]([C:11]3[CH:16]=[CH:15][C:14]([C:17]([F:28])([CH3:19])[CH3:18])=[CH:13][CH:12]=3)=[CH:6][N:5]2[CH:21]=1. Yields the product FC=1C=C2N(C=C(NC2=O)C2=CC=C(C=C2)C(C)(C)F)C1 (7-fluoro-3-[4-(1-fluoro-1-methyl-ethyl)-phenyl]-2H-pyrrolo[1,2-a]pyrazin-1-one). Starting materials: FC=1C=C2N(C=C(NC2=O)C2=CC=C(C=C2)C(C)(C)O)C1 (7-fluoro-3-[4-(1-hydroxy-1-methyl-ethyl)phenyl]-2H-pyrrolo[1,2-a]pyrazin-1-one), C(C)N(CC)S(F)(F)F (diethylaminosulfurtrifluoride). Run in ClCCl (dichloromethane). Reported procedure: A suspension of 57.3 mg (0.20 mmol) 7-fluoro-3-[4-(1-hydroxy-1-methyl-ethyl)phenyl]-2H-pyrrolo[1,2-a]pyrazin-1-one in 0.5 ml dichloromethane is cooled to −78° C. Then 105 μl (0.80 mmol) diethylaminosulfurtrifluoride are added. The reaction mixture is allowed to reach room temperature over 30 minutes. The reaction mixture is evaporated and the residue is treated with water and saturated sodium hydrogen carbonate solution. The solids are filtered off and chromatographed on a silica gel column with... Reaction conditions: temperature -78 celsius, time 30 minute. The reactants are C(C)C=1N(C(C=C(N1)C)=O)CCOC1=CC=C(N)C=C1 (4-[2-[2-ethyl-4-methyl-6-oxo-1,6-dihydro-1-pyrimidinyl]ethoxy]aniline), Br (HBr), C(C=C)(=O)OCC (ethyl acrylate), N(=O)[O-].[Na+] (NaNO2). Reagents/catalysts: [Cu]I (copper (I) iodide). Run in CC(=O)C (acetone), O (water). Reaction conditions: temperature 0 celsius, time 10 minute. Yields the product BrC(C(=O)OCC)CC1=CC=C(C=C1)OCCN1C(=NC(=CC1=O)C)CC (Ethyl 2-bromo-3-[4-[2-[2-ethyl-4-methyl-6-oxo-1,6-dihydro-1-pyrimidinyl]ethoxy]phenyl]propanoate). Isolated yield 55.0%. RXN SMILES: [CH2:1]([C:3]1[N:4]([CH2:11][CH2:12][O:13][C:14]2[CH:20]=[CH:19][C:17](N)=[CH:16][CH:15]=2)[C:5](=[O:10])[CH:6]=[C:7]([CH3:9])[N:8]=1)[CH3:2].[BrH:21].N([O-])=O.[Na+].[C:26]([O:30][CH2:31][CH3:32])(=[O:29])[CH:27]=[CH2:28]>CC(C)=O.O.[Cu]I>[Br:21][CH:27]([CH2:28][C:17]1[CH:19]=[CH:20][C:14]([O:13][CH2:12][CH2:11][N:4]2[C:5](=[O:10])[CH:6]=[C:7]([CH3:9])[N:8]=[C:3]2[CH2:1][CH3:2])=[CH:15][CH:16]=1)[C:26]([O:30][CH2:31][CH3:32])=[O:29] |f:2.3|. Reported procedure: To a stirred solution of 4-[2-[2-ethyl-4-methyl-6-oxo-1,6-dihydro-1-pyrimidinyl]ethoxy]aniline (2.80 g, 10.26 mmol) (obtained from preparation 22) in acetone (10 ml) was added aqueous HBr (47%, 1 ml) and stirred for 10 min. at 0° C. To the above reaction mixture a solution of NaNO2 (850 mg, 12.30 mmol) in water (1.7 ml) was added slowly dropwise at 0° C. and stirring was continued further for 30 min at the same temperature. To this reaction mixture, ethyl acrylate (6.77 ml, 62.0 mmol) was added ... Starting materials: C(C)OP(=O)(OCC)\C=C/C=1C(=NN(C1)C1=CC=CC=C1)OCC1=CC(=C(OCC=2N=C(OC2C)C=2C=C(C(=O)OC)C=CC2)C=C1)OC (methyl 3-[4-({4-[({4-[(Z)-2-(diethoxyphosphoryl)ethenyl]-1-phenyl-1H-pyrazol-3-yl}oxy)methyl]-2-methoxyphenoxy}methyl)-5-methyl-1,3-oxazol-2-yl]benzoate), O1CCCC1 (tetrahydrofuran), [OH-].[Na+] (sodium hydroxide), Cl (hydrochloric acid). The solvent is CO (methanol), O (water). Conditions: temperature 50 celsius, time 1 hour. Yields the product C(C)OP(=O)(OCC)\C=C/C=1C(=NN(C1)C1=CC=CC=C1)OCC1=CC(=C(OCC=2N=C(OC2C)C=2C=C(C(=O)O)C=CC2)C=C1)OC (3-[4-({4-[({4-[(Z)-2-(diethoxyphosphoryl)ethenyl]-1-phenyl-1H-pyrazol-3-yl}oxy)methyl]-2-methoxyphenoxy}methyl)-5-methyl-1,3-oxazol-2-yl]benzoic acid). The yield is 93.2%. As a reaction SMILES: [CH2:1]([O:3][P:4](/[CH:9]=[CH:10]\[C:11]1[C:12]([O:22][CH2:23][C:24]2[CH:47]=[CH:46][C:27]([O:28][CH2:29][C:30]3[N:31]=[C:32]([C:36]4[CH:37]=[C:38]([CH:43]=[CH:44][CH:45]=4)[C:39]([O:41]C)=[O:40])[O:33][C:34]=3[CH3:35])=[C:26]([O:48][CH3:49])[CH:25]=2)=[N:13][N:14]([C:16]2[CH:21]=[CH:20][CH:19]=[CH:18][CH:17]=2)[CH:15]=1)([O:6][CH2:7][CH3:8])=[O:5])[CH3:2].O1CCCC1.[OH-].[Na+].Cl>O.CO>[CH2:7]([O:6][P:4](/[CH:9]=[CH:10]\[C:11]1[C:12]([O:22][CH2:23][C:24]2[CH:47]=[CH:46][C:27]([O:28][CH2:29][C:30]3[N:31]=[C:32]([C:36]4[CH:37]=[C:38]([CH:43]=[CH:44][CH:45]=4)[C:39]([OH:41])=[O:40])[O:33][C:34]=3[CH3:35])=[C:26]([O:48][CH3:49])[CH:25]=2)=[N:13][N:14]([C:16]2[CH:17]=[CH:18][CH:19]=[CH:20][CH:21]=2)[CH:15]=1)([O:3][CH2:1][CH3:2])=[O:5])[CH3:8] |f:2.3|. Reported procedure: To a mixture of methyl 3-[4-({4-[({4-[(Z)-2-(diethoxyphosphoryl)ethenyl]-1-phenyl-1H-pyrazol-3-yl}oxy)methyl]-2-methoxyphenoxy}methyl)-5-methyl-1,3-oxazol-2-yl]benzoate (1.38 g), tetrahydrofuran (10 mL) and methanol (10 mL) was added 1N aqueous sodium hydroxide solution (5 mL), and the mixture was stirred at 50° C. for 1 hr. To the reaction mixture were added 1N hydrochloric acid (5 mL) and water, and the mixture was extracted with ethyl acetate. The organic layer was washed with saturated brine... Starting materials: CC(C)O, ClCC1CO1, O=c1c(-c2ccccc2)coc2cc(O)ccc12. Yields the product O=c1c(-c2ccccc2)coc2cc(OCC3CO3)ccc12. RXN SMILES: [CH:24]([OH:25])([CH3:26])[CH3:27].[Cl:19][CH2:20][CH:21]1[CH2:22][O:23]1.[OH:1][c:2]1[cH:3][cH:4][c:5]2[c:6](=[O:18])[c:7](-[c:12]3[cH:13][cH:14][cH:15][cH:16][cH:17]3)[cH:8][o:9][c:10]2[cH:11]1>>[O:1]([c:2]1[cH:3][cH:4][c:5]2[c:6](=[O:18])[c:7](-[c:12]3[cH:13][cH:14][cH:15][cH:16][cH:17]3)[cH:8][o:9][c:10]2[cH:11]1)[CH2:20][CH:21]1[CH2:22][O:23]1. Starting materials: Cc1ccc([Mg]Br)cc1 (effective_coupling_partner), COc1cccc2ccccc12 (substrate). Reagents/catalysts: PCy3+ItBu. Run at temperature 25 celsius, time 10 hour. The product is Cc3ccc(c1cccc2ccccc12)cc3.